Dataset: the Open Reaction Database (ORD), a public repository of structured organic reaction records. Task: describe an organic reaction: reactants, conditions, products, and yield Reactants: COC1=C(C(=O)NC2=C(C(=O)OC(C)(C)C)C=CC(=C2)C2=CC=CC=C2)C=CC=C1 (tert-butyl 2-(2-methoxybenzamido)-4-phenylbenzoate). The solvent is FC(C(=O)O)(F)F (trifluoroacetic acid). Conditions: time 3 minute. Product: COC1=C(C(=O)NC2=C(C(=O)O)C=CC(=C2)C2=CC=CC=C2)C=CC=C1 (2-(2-methoxybenzamido)-4-phenylbenzoic acid). As a reaction SMILES: [CH3:1][O:2][C:3]1[CH:30]=[CH:29][CH:28]=[CH:27][C:4]=1[C:5]([NH:7][C:8]1[CH:20]=[C:19]([C:21]2[CH:26]=[CH:25][CH:24]=[CH:23][CH:22]=2)[CH:18]=[CH:17][C:9]=1[C:10]([O:12]C(C)(C)C)=[O:11])=[O:6]>FC(F)(F)C(O)=O>[CH3:1][O:2][C:3]1[CH:30]=[CH:29][CH:28]=[CH:27][C:4]=1[C:5]([NH:7][C:8]1[CH:20]=[C:19]([C:21]2[CH:22]=[CH:23][CH:24]=[CH:25][CH:26]=2)[CH:18]=[CH:17][C:9]=1[C:10]([OH:12])=[O:11])=[O:6]. Procedure details: 10 mL of trifluoroacetic acid was added to the obtained tert-butyl 2-(2-methoxybenzamido)-4-phenylbenzoate and stirred at room temperature for 3 minutes. The solvent was evaporated under reduced pressure and diisopropyl ether was added to the obtained residue and a solid substance was separated by filtration to obtain 65 mg of 2-(2-methoxybenzamido)-4-phenylbenzoic acid as white solid.